From a dataset of the Open Reaction Database (ORD), a public repository of structured organic reaction records. describe an organic reaction: reactants, conditions, products, and yield Starting materials: COc1ccc(COc2cc(Br)cc(Nc3cccnc3)c2)cc1, O, O=C(O)C(F)(F)F, CSc1ccccc1. The product is Oc1cc(Br)cc(Nc2cccnc2)c1. Reaction SMILES: [Br:1][c:2]1[cH:3][c:4]([NH:18][c:19]2[cH:20][n:21][cH:22][cH:23][cH:24]2)[cH:5][c:6]([O:8][CH2:9][c:10]2[cH:11][cH:12][c:13]([O:14][CH3:15])[cH:16][cH:17]2)[cH:7]1.[OH2:40].[OH:33][C:34]([C:35]([F:36])([F:37])[F:38])=[O:39].[c:25]1([S:26][CH3:27])[cH:28][cH:29][cH:30][cH:31][cH:32]1>>[Br:1][c:2]1[cH:3][c:4]([NH:18][c:19]2[cH:20][n:21][cH:22][cH:23][cH:24]2)[cH:5][c:6]([OH:8])[cH:7]1. Starting materials: C(CCC)C1=NNC(C1C1=CC=CC=C1)(C)C (3-(n-butyl)-5,5-dimethyl-4-phenyl-4,5-dihydro-(1H)-pyrazole), CC(CC(=O)Cl)CC(C)(C)C (3,5,5-trimethylhexanoyl chloride), CCN(C(C)C)C(C)C (DIPEA), C(=O)(O)[O-].[Na+] (NaHCO3). The solvent is ClCCl (dichloromethane). Run at temperature 30 celsius, time 21 hour. Yields the product C(CCC)C1=NN(C(C1C1=CC=CC=C1)(C)C)C(CC(CC(C)(C)C)C)=O ([3-(n-butyl)-5,5-dimethyl-4-phenyl-4,5-dihydro-(1H)-pyrazol-1-yl]-3,5,5-trimethylhexan-1-one). Isolated yield 57.0%. As a reaction SMILES: [CH2:1]([C:5]1[CH:9]([C:10]2[CH:15]=[CH:14][CH:13]=[CH:12][CH:11]=2)[C:8]([CH3:17])([CH3:16])[NH:7][N:6]=1)[CH2:2][CH2:3][CH3:4].[CH3:18][CH:19]([CH2:24][C:25]([CH3:28])([CH3:27])[CH3:26])[CH2:20][C:21](Cl)=[O:22].CCN(C(C)C)C(C)C.C([O-])(O)=O.[Na+]>ClCCl>[CH2:1]([C:5]1[CH:9]([C:10]2[CH:15]=[CH:14][CH:13]=[CH:12][CH:11]=2)[C:8]([CH3:16])([CH3:17])[N:7]([C:21](=[O:22])[CH2:20][CH:19]([CH3:18])[CH2:24][C:25]([CH3:28])([CH3:27])[CH3:26])[N:6]=1)[CH2:2][CH2:3][CH3:4] |f:3.4|. Reported procedure: To a magnetically stirred solution of 3-(n-butyl)-5,5-dimethyl-4-phenyl-4,5-dihydro-(1H)-pyrazole (1 ml: 0.25 M in anhydrous tetrahydrofuran, 0.25 mmol) was successively added 3,5,5-trimethylhexanoyl chloride (1.1 ml: 0.25 M in anhydrous tetrahydrofuran; 0.275 mmol) and DIPEA (1.1 ml: 0.285 M in anhydrous tetrahydrofuran; 0.313 mmol) and the resulting mixture was stirred for 21 hours at 30° C. An aqueous 5% NaHCO3 solution and dichloromethane were added to the mixture. The organic layer was sepa... Reactants: CC(CC(=O)O)(C1=CC=CC=C1)C (3,3-dimethyl-3-phenyl propionic acid), C(=O)=O.CC(=O)C (dry ice acetone), CN1C(N(CCC1)C)=O (1,3-dimethyl-3,4,5,6-tetrahydro-2(1 H)-pyrimidinone), ice water, C(C)(C)[N-]C(C)C.[Li+] (Lithium diisopropylamide), C(C=C)I (Allyl iodide). The solvent is O1CCCC1 (tetrahydrofuran). Product: C(C=C)C(C(=O)O)C(C)(C1=CC=CC=C1)C (2-allyl-3-methyl-3-phenylbutanoic acid). Yield: 64.0%. RXN SMILES: [CH3:1][C:2]([CH3:13])([C:7]1[CH:12]=[CH:11][CH:10]=[CH:9][CH:8]=1)[CH2:3][C:4]([OH:6])=[O:5].C(=O)=O.[CH3:17][C:18]([CH3:20])=O.C([N-]C(C)C)(C)C.[Li+].CN1CCCN(C)C1=O.C(I)C=C>O1CCCC1>[CH2:20]([CH:3]([C:2]([CH3:13])([C:7]1[CH:12]=[CH:11][CH:10]=[CH:9][CH:8]=1)[CH3:1])[C:4]([OH:6])=[O:5])[CH:18]=[CH2:17] |f:1.2,3.4|. Procedure details: In accordance with a modified literature procedure (Pfeffer, P. E.; Silbert, L. S.; Chirinko, J. M. J. Org. Chem. 37(3), 1972, 451-458), a solution of 3,3-dimethyl-3-phenyl propionic acid (0.50 g, 2.8 mmol, from Reference Example 22) in tetrahydrofuran (5 mL) is cooled to −40° C. (dry ice/acetone) while stirring under a nitrogen atmosphere. Lithium diisopropylamide (Aldrich, 2.0 M solution in tetrahydrofuran/ethylbenzene/heptane, 3.1 mL, 6.2 mmol) is added dropwise via syringe, followed by 1,3-d...